Dataset: the Open Reaction Database (ORD), a public repository of structured organic reaction records. Task: describe an organic reaction: reactants, conditions, products, and yield Starting materials: O=CO, CCOC(=O)C(C(=O)OCC)c1nc(Cl)c(Cl)s1. Product: CCOC(=O)Cc1nc(Cl)c(Cl)s1. RXN SMILES: [CH:19]([OH:20])=[O:21].[Cl:1][c:2]1[n:3][c:4]([CH:8]([C:9](=[O:10])[O:11][CH2:12][CH3:13])[C:14]([O:15][CH2:16][CH3:17])=[O:18])[s:5][c:6]1[Cl:7]>>[Cl:1][c:2]1[n:3][c:4]([CH2:8][C:9](=[O:10])[O:11][CH2:12][CH3:13])[s:5][c:6]1[Cl:7]. Product: O=S(=O)(c1ccc(Cl)cc1)C(c1cc(F)ccc1F)C1CCCCC1. As a reaction SMILES: [C:27]([CH:28]=[P:29]([CH2:30][CH2:31][CH2:32][CH3:33])([CH2:34][CH2:35][CH2:36][CH3:37])[CH2:38][CH2:39][CH2:40][CH3:41])#[N:42].[CH3:43][c:44]1[cH:45][cH:46][cH:47][cH:48][cH:49]1.[Cl:1][c:2]1[cH:3][cH:4][c:5]([S:8](=[O:9])(=[O:10])[CH2:11][c:12]2[c:13]([F:19])[cH:14][cH:15][c:16]([F:18])[cH:17]2)[cH:6][cH:7]1.[OH:20][CH:21]1[CH2:22][CH2:23][CH2:24][CH2:25][CH2:26]1>>[Cl:1][c:2]1[cH:3][cH:4][c:5]([S:8](=[O:9])(=[O:10])[CH:11]([c:12]2[c:13]([F:19])[cH:14][cH:15][c:16]([F:18])[cH:17]2)[CH:21]2[CH2:22][CH2:23][CH2:24][CH2:25][CH2:26]2)[cH:6][cH:7]1. The reactants are CCCCP(=CC#N)(CCCC)CCCC, Cc1ccccc1, O=S(=O)(Cc1cc(F)ccc1F)c1ccc(Cl)cc1, OC1CCCCC1. Reactants: CC(C)C=1N=C(OC1OCC)C1=C(C=CC=C1Cl)OCC1=CC=CC=C1 (4-(2-propyl)-5-ethoxy-2-(2-benzyloxy-6-chlorophenyl)oxazole). Reagents/catalysts: [Pd] (palladium/carbon). Run in C(C)(=O)OCC (ethyl acetate). Run at time 22.5 minute. Yields the product CC(C)C=1N=C(OC1OCC)C1=C(C=CC=C1O)Cl (4-(2-propyl)-5-ethoxy-2-(2-chloro-6-hydroxyphenyl)oxazole). Reaction SMILES: [CH3:1][CH:2]([C:4]1[N:5]=[C:6]([C:12]2[C:17]([Cl:18])=[CH:16][CH:15]=[CH:14][C:13]=2[O:19]CC2C=CC=CC=2)[O:7][C:8]=1[O:9][CH2:10][CH3:11])[CH3:3]>C(OCC)(=O)C.[Pd]>[CH3:1][CH:2]([C:4]1[N:5]=[C:6]([C:12]2[C:13]([OH:19])=[CH:14][CH:15]=[CH:16][C:17]=2[Cl:18])[O:7][C:8]=1[O:9][CH2:10][CH3:11])[CH3:3]. Reported procedure: 0.4 g 4-(2-propyl)-5-ethoxy-2-(2-benzyloxy-6-chlorophenyl)oxazole was dissolved in 10 ml ethyl acetate. To the solution, 5% palladium/carbon in an amount of 0.11 g was further added, and the solution was stirred under hydrogen atmosphere for 15-30 min. at room temperature. The solution reacted was filtrated, then the filtrate was condensed under reduced pressure, affording the objective substance in an amount of 0.28 g. Starting materials: ClCc1cccnc1, Cl, [K+], [K+], O=C([O-])[O-], O, c1ccc(P(c2ccccc2)c2ccccc2)cc1, Cc1ccccc1C. The product is c1ccc([P+](Cc2cccnc2)(c2ccccc2)c2ccccc2)cc1, [Cl-]. Reaction SMILES: [Cl:2][CH2:3][c:4]1[cH:5][n:6][cH:7][cH:8][cH:9]1.[ClH:1].[K+:10].[K+:11].[O-:12][C:13]([O-:14])=[O:15].[OH2:35].[c:16]1([P:22]([c:23]2[cH:24][cH:25][cH:26][cH:27][cH:28]2)[c:29]2[cH:30][cH:31][cH:32][cH:33][cH:34]2)[cH:17][cH:18][cH:19][cH:20][cH:21]1.[c:36]1([CH3:37])[c:38]([CH3:39])[cH:40][cH:41][cH:42][cH:43]1>>[CH2:3]([c:4]1[cH:5][n:6][cH:7][cH:8][cH:9]1)[P+:22]([c:16]1[cH:17][cH:18][cH:19][cH:20][cH:21]1)([c:23]1[cH:24][cH:25][cH:26][cH:27][cH:28]1)[c:29]1[cH:30][cH:31][cH:32][cH:33][cH:34]1.[Cl-:2]. Reactants: C(=C)C1=CC=C(C=C1)O (4-Vinylphenol), O1C(COC2CC(N(C(C2)(C)C)OC2CCCCC2)(C)C)C1 (4-(2,3-epoxypropoxy)-1-cyclohexyloxy-2,2,6,6-tetra-methylpiperidine). The product is C(=C)C1=CC=C(OCC(COC2CC(N(C(C2)(C)C)OC2CCCCC2)(C)C)O)C=C1 (4-(3-[4-Vinylphenoxy]2-hydroxypropyloxy)-1-cyclohexyloxy-2,2,6,6-tetramethylpiperidine). Reaction SMILES: [CH:1]([C:3]1[CH:8]=[CH:7][C:6]([OH:9])=[CH:5][CH:4]=1)=[CH2:2].[O:10]1[CH2:31][CH:11]1[CH2:12][O:13][CH:14]1[CH2:19][C:18]([CH3:21])([CH3:20])[N:17]([O:22][CH:23]2[CH2:28][CH2:27][CH2:26][CH2:25][CH2:24]2)[C:16]([CH3:30])([CH3:29])[CH2:15]1>>[CH:1]([C:3]1[CH:8]=[CH:7][C:6]([O:9][CH2:31][CH:11]([OH:10])[CH2:12][O:13][CH:14]2[CH2:15][C:16]([CH3:30])([CH3:29])[N:17]([O:22][CH:23]3[CH2:28][CH2:27][CH2:26][CH2:25][CH2:24]3)[C:18]([CH3:21])([CH3:20])[CH2:19]2)=[CH:5][CH:4]=1)=[CH2:2]. Procedure: 4-Vinylphenol is reacted with 4-(2,3-epoxypropoxy)-1-cyclohexyloxy-2,2,6,6-tetra-methylpiperidine (=epoxide A5) analogously to Example B6) to form the title product. The reactants are ClC1=CC=C(C=C1)N1C([C@H](CC1)CN1CCN(CC1)CCOC)=O ((R)-1-(4-chlorophenyl)-3-(4-(2-methoxyethyl)piperazin-1-yl)methyl-2-pyrrolidinone), C([C@@H](O)C)(=O)O (L-lactic acid). Solvent: C(C)(=O)OCC (ethyl acetate), C(C)(=O)OCC (ethyl acetate). Yields the product C([C@@H](O)C)(=O)O.ClC1=CC=C(C=C1)N1C([C@H](CC1)CN1CCN(CC1)CCOC)=O ((R)-1-(4-chlorophenyl)-3-(4-(2-methoxyethyl)piperazin-1-yl)methyl-2-pyrrolidinone L-lactate). Yield: 40.7%. RXN SMILES: [C:1]([OH:6])(=[O:5])[C@H:2]([CH3:4])[OH:3].[Cl:7][C:8]1[CH:13]=[CH:12][C:11]([N:14]2[CH2:18][CH2:17][C@H:16]([CH2:19][N:20]3[CH2:25][CH2:24][N:23]([CH2:26][CH2:27][O:28][CH3:29])[CH2:22][CH2:21]3)[C:15]2=[O:30])=[CH:10][CH:9]=1>C(OCC)(=O)C>[C:1]([OH:6])(=[O:5])[C@H:2]([CH3:4])[OH:3].[Cl:7][C:8]1[CH:13]=[CH:12][C:11]([N:14]2[CH2:18][CH2:17][C@H:16]([CH2:19][N:20]3[CH2:21][CH2:22][N:23]([CH2:26][CH2:27][O:28][CH3:29])[CH2:24][CH2:25]3)[C:15]2=[O:30])=[CH:10][CH:9]=1 |f:3.4|. Procedure details: A mixture of 106 mg of 85% L-lactic acid aq. and 10 mL of ethyl acetate was added to a solution of 352 mg of (R)-1-(4-chlorophenyl)-3-(4-(2-methoxyethyl)piperazin-1-yl)methyl-2-pyrrolidinone in 10 mL of ethyl acetate. The mixture was stirred at room temperature and then concentrated. The residue was sludged with diethyl ether and dried to give 180 mg of the title compound. The reactants are CC1(C)OCC(C)(C)C(C(=O)NCCC(=O)O)O1, CCCCCCCCC=CCCCCCCCC(=O)NCCCCCCN. The product is CCCCCCCCC=CCCCCCCCC(=O)NCCCCCCNC(=O)CCNC(=O)C1OC(C)(C)OCC1(C)C. Reaction SMILES: [CH3:28][C:29]1([CH3:45])[O:30][CH2:31][C:32]([CH3:43])([CH3:44])[CH:33]([C:35](=[O:36])[NH:37][CH2:38][CH2:39][C:40](=[O:41])[OH:42])[O:34]1.[NH2:1][CH2:2][CH2:3][CH2:4][CH2:5][CH2:6][CH2:7][NH:8][C:9]([CH2:10][CH2:11][CH2:12][CH2:13][CH2:14][CH2:15][CH2:16][CH:17]=[CH:18][CH2:19][CH2:20][CH2:21][CH2:22][CH2:23][CH2:24][CH2:25][CH3:26])=[O:27]>>[NH:1]([CH2:2][CH2:3][CH2:4][CH2:5][CH2:6][CH2:7][NH:8][C:9]([CH2:10][CH2:11][CH2:12][CH2:13][CH2:14][CH2:15][CH2:16][CH:17]=[CH:18][CH2:19][CH2:20][CH2:21][CH2:22][CH2:23][CH2:24][CH2:25][CH3:26])=[O:27])[C:40]([CH2:39][CH2:38][NH:37][C:35]([CH:33]1[C:32]([CH3:43])([CH3:44])[CH2:31][O:30][C:29]([CH3:28])([CH3:45])[O:34]1)=[O:36])=[O:41]. Reactants: OC(=O)CCCCCCCCC (capric acid), O (water), OC(=O)CCCCCCCCC (capric acid), aqueous solution, [N+](=O)([O-])[O-].[Ag+] (silver nitrate), silver ion. The solvent is C(C)(=O)OCCCC (butyl acetate). The product is [O-]C(=O)CCCCCCCCC.[Ag+] (silver caprate). RXN SMILES: [OH:1][C:2]([CH2:4][CH2:5][CH2:6][CH2:7][CH2:8][CH2:9][CH2:10][CH2:11][CH3:12])=[O:3].O.[N+]([O-])([O-])=O.[Ag+:18]>C(OCCCC)(=O)C>[O-:3][C:2]([CH2:4][CH2:5][CH2:6][CH2:7][CH2:8][CH2:9][CH2:10][CH2:11][CH3:12])=[O:1].[Ag+:18] |f:2.3,5.6|. Reported procedure: A solution of 8.6 g of capric acid in 100 ml of butyl acetate was maintained at a temperature of 5° C., to which 200 ml of water was added with stirring to form an emulsion. 50 ml of an aqueous solution of silver ammonium complex containing 8.5 g of silver nitrate (chillset at 5° C.) was added to the above emulsion over a 30 second period in order to allow the capric acid to react with the silver ion. After the removal of an aqueous phase, a silver caprate-containing butyl acetate phase was disp... Reactants: C1(=CC=CC=C1)NC1=C(C=CC=C1)N (N-Phenyl-o-phenylenediamine), BrC1=CC=C(C=O)C=C1 (4-bromobenzaldehyde), CC=1C=CC(=CC1)S(=O)(=O)O (PTSA). Solvent: C1(=CC=CC=C1)C (Toluene). Product: BrC1=CC=C(C=C1)C1=NC2=C(N1C1=CC=CC=C1)C=CC=C2 (2-(4-bromophenyl)-1-phenyl-1H-benzo[d]imidazole). Isolated yield 57.7%. RXN SMILES: [C:1]1([NH:7][C:8]2[CH:13]=[CH:12][CH:11]=[CH:10][C:9]=2[NH2:14])[CH:6]=[CH:5][CH:4]=[CH:3][CH:2]=1.[Br:15][C:16]1[CH:23]=[CH:22][C:19]([CH:20]=O)=[CH:18][CH:17]=1.CC1C=CC(S(O)(=O)=O)=CC=1>C1(C)C=CC=CC=1>[Br:15][C:16]1[CH:23]=[CH:22][C:19]([C:20]2[N:7]([C:1]3[CH:2]=[CH:3][CH:4]=[CH:5][CH:6]=3)[C:8]3[CH:13]=[CH:12][CH:11]=[CH:10][C:9]=3[N:14]=2)=[CH:18][CH:17]=1. Procedure details: N-Phenyl-o-phenylenediamine 13.27 g (72 mmole), 4-bromobenzaldehyde 16 g (87 mmole), and 2.8 g of PTSA (14 mmole) was stirred in 150 ml of Toluene, the reaction mixture was then heated to reflux for 16 hours, after cooling, the reaction mixture was extracted with water, and then the organic layer was evaporated to dry, the residue was then recrystallized with acetone to get 14.51 g of product (yield=57.71%). The reactants are CS(=O)(=O)O, CO, COc1ccc2c(Cl)c3ccccc3nc2c1, Nc1cccc(CCO)c1. Product: COc1ccc2c(Nc3cccc(CCO)c3)c3ccccc3nc2c1. RXN SMILES: [CH3:28][S:29](=[O:30])(=[O:31])[OH:32].[CH3:33][OH:34].[Cl:1][c:2]1[c:3]2[cH:4][cH:5][cH:6][cH:7][c:8]2[n:9][c:10]2[cH:11][c:12]([O:16][CH3:17])[cH:13][cH:14][c:15]12.[NH2:18][c:19]1[cH:20][c:21]([CH2:22][CH2:23][OH:24])[cH:25][cH:26][cH:27]1>>[c:2]1([NH:18][c:19]2[cH:20][c:21]([CH2:22][CH2:23][OH:24])[cH:25][cH:26][cH:27]2)[c:3]2[cH:4][cH:5][cH:6][cH:7][c:8]2[n:9][c:10]2[cH:11][c:12]([O:16][CH3:17])[cH:13][cH:14][c:15]12.